Dataset: the Open Reaction Database (ORD), a public repository of structured organic reaction records. Task: describe an organic reaction: reactants, conditions, products, and yield Starting materials: Cc1[nH]c2ccc(OCCCl)cc2c1C(=O)OCc1ccccc1, CC1(C)CNCC1(C)C, CC#N, ClCCl, Cl. Yields the product Cc1[nH]c2ccc(OCCN3CC(C)(C)C(C)(C)C3)cc2c1C(=O)OCc1ccccc1. RXN SMILES: [CH2:1]([c:2]1[cH:3][cH:4][cH:5][cH:6][cH:7]1)[O:8][C:9](=[O:10])[c:11]1[c:12]([CH3:24])[nH:13][c:14]2[cH:15][cH:16][c:17]([O:20][CH2:21][CH2:22][Cl:23])[cH:18][c:19]12.[CH3:25][C:26]1([CH3:33])[CH2:27][NH:28][CH2:29][C:30]1([CH3:31])[CH3:32].[CH3:35][C:36]#[N:37].[Cl:38][CH2:39][Cl:40].[ClH:34]>>[CH2:1]([c:2]1[cH:3][cH:4][cH:5][cH:6][cH:7]1)[O:8][C:9](=[O:10])[c:11]1[c:12]([CH3:24])[nH:13][c:14]2[cH:15][cH:16][c:17]([O:20][CH2:21][CH2:22][N:28]3[CH2:27][C:26]([CH3:25])([CH3:33])[C:30]([CH3:31])([CH3:32])[CH2:29]3)[cH:18][c:19]12. The reactants are N[C@@H]1CC[C@H](CC1)NC(=O)C1=CNC2=C1N=CN=C2C2=C(C=C(C=C2)F)OCC2CC2 (trans-4-(2-Cyclopropylmethoxy-4-fluoro-phenyl)-5H-pyrrolo[3,2-d]pyrimidine-7-carboxylic acid (4-amino-cyclohexyl)-amide), ClC(=O)OCC (ethyl chloroformate). Yields the product C(C)OC(N[C@@H]1CC[C@H](CC1)NC(=O)C1=CNC2=C1N=CN=C2C2=C(C=C(C=C2)F)OCC2CC2)=O (trans-(4-{[4-(2-Cyclopropylmethoxy-4-fluoro-phenyl)-5H-pyrrolo[3,2-d]pyrimidine-7-carbonyl]-amino}-cyclohexyl)-carbamic acid ethyl ester). RXN SMILES: [NH2:1][C@H:2]1[CH2:7][CH2:6][C@H:5]([NH:8][C:9]([C:11]2[C:15]3[N:16]=[CH:17][N:18]=[C:19]([C:20]4[CH:25]=[CH:24][C:23]([F:26])=[CH:22][C:21]=4[O:27][CH2:28][CH:29]4[CH2:31][CH2:30]4)[C:14]=3[NH:13][CH:12]=2)=[O:10])[CH2:4][CH2:3]1.Cl[C:33]([O:35][CH2:36][CH3:37])=[O:34]>>[CH2:36]([O:35][C:33](=[O:34])[NH:1][C@H:2]1[CH2:7][CH2:6][C@H:5]([NH:8][C:9]([C:11]2[C:15]3[N:16]=[CH:17][N:18]=[C:19]([C:20]4[CH:25]=[CH:24][C:23]([F:26])=[CH:22][C:21]=4[O:27][CH2:28][CH:29]4[CH2:30][CH2:31]4)[C:14]=3[NH:13][CH:12]=2)=[O:10])[CH2:4][CH2:3]1)[CH3:37]. Procedure: Starting from trans-4-(2-Cyclopropylmethoxy-4-fluoro-phenyl)-5H-pyrrolo[3,2-d]pyrimidine-7-carboxylic acid (4-amino-cyclohexyl)-amide (example A157) and ethyl chloroformate the title compound is obtained as colorless solid.